Dataset: the Open Reaction Database (ORD), a public repository of structured organic reaction records. Task: describe an organic reaction: reactants, conditions, products, and yield The reactants are OC1=C(C=C(C(=O)N2CCN(CC2)CC(C)C)C=C1)CC(C)C (1-(4-hydroxy-3-isobutylbenzoyl)-4-isobutylpiperazine), COC1=CC=C(CBr)C=C1 (4-methoxybenzyl bromide). Yields the product C(C(C)C)N1CCN(CC1)C(C1=CC(=C(C=C1)OCC1=CC=C(C=C1)OC)CC(C)C)=O (1-isobutyl-4-[3-isobutyl-4-(4-methoxybenzyloxy)benzoyl]piperazine). The yield is 82.4%. RXN SMILES: [OH:1][C:2]1[CH:19]=[CH:18][C:5]([C:6]([N:8]2[CH2:13][CH2:12][N:11]([CH2:14][CH:15]([CH3:17])[CH3:16])[CH2:10][CH2:9]2)=[O:7])=[CH:4][C:3]=1[CH2:20][CH:21]([CH3:23])[CH3:22].[CH3:24][O:25][C:26]1[CH:33]=[CH:32][C:29]([CH2:30]Br)=[CH:28][CH:27]=1>>[CH2:14]([N:11]1[CH2:10][CH2:9][N:8]([C:6](=[O:7])[C:5]2[CH:18]=[CH:19][C:2]([O:1][CH2:30][C:29]3[CH:32]=[CH:33][C:26]([O:25][CH3:24])=[CH:27][CH:28]=3)=[C:3]([CH2:20][CH:21]([CH3:23])[CH3:22])[CH:4]=2)[CH2:13][CH2:12]1)[CH:15]([CH3:17])[CH3:16]. Reported procedure: As in the case of Example 18, 1-(4-hydroxy-3-isobutylbenzoyl)-4-isobutylpiperazine (1.59 g) was benzylated with 4-methoxybenzyl bromide (0.94 g), thereby yielding 1.69 g of the aimed compound. The reactants are O=C([O-])[O-], ClCCOc1ccc(C2c3ccc(OCc4ccccc4)cc3OCC2c2ccccc2)cc1, CCCCNCCCC, ClCCl, CN(C)C=O, CO, [I-], [K+], [K+], [K+], O. Yields the product CCCCN(CCCC)CCOc1ccc(C2c3ccc(OCc4ccccc4)cc3OCC2c2ccccc2)cc1. RXN SMILES: [C:44](=[O:45])([O-:46])[O-:47].[CH2:1]([c:2]1[cH:3][cH:4][cH:5][cH:6][cH:7]1)[O:8][c:9]1[cH:10][cH:11][c:12]2[c:17]([cH:18]1)[O:16][CH2:15][CH:14]([c:19]1[cH:20][cH:21][cH:22][cH:23][cH:24]1)[CH:13]2[c:25]1[cH:26][cH:27][c:28]([O:31][CH2:32][CH2:33][Cl:34])[cH:29][cH:30]1.[CH2:35]([CH2:36][CH2:37][CH3:38])[NH:39][CH2:40][CH2:41][CH2:42][CH3:43].[CH2:57]([Cl:58])[Cl:59].[CH3:52][N:53]([CH3:54])[CH:55]=[O:56].[CH3:60][OH:61].[I-:51].[K+:48].[K+:49].[K+:50].[OH2:62]>>[CH2:1]([c:2]1[cH:3][cH:4][cH:5][cH:6][cH:7]1)[O:8][c:9]1[cH:10][cH:11][c:12]2[c:17]([cH:18]1)[O:16][CH2:15][CH:14]([c:19]1[cH:20][cH:21][cH:22][cH:23][cH:24]1)[CH:13]2[c:25]1[cH:26][cH:27][c:28]([O:31][CH2:32][CH2:33][N:39]([CH2:35][CH2:36][CH2:37][CH3:38])[CH2:40][CH2:41][CH2:42][CH3:43])[cH:29][cH:30]1.